From a dataset of the Open Reaction Database (ORD), a public repository of structured organic reaction records. describe an organic reaction: reactants, conditions, products, and yield Reactants: CON, CCO, COc1ccc(CNc2nnc(N3CCC(=O)CC3)c3ccc(C#N)cc23)cc1Cl, Cl, [Na+], [Na+], O=C([O-])[O-]. The product is CON=C1CCN(c2nnc(NCc3ccc(OC)c(Cl)c3)c3cc(C#N)ccc23)CC1. RXN SMILES: [CH3:32][O:33][NH2:34].[CH3:41][CH2:42][OH:43].[Cl:1][c:2]1[cH:3][c:4]([CH2:5][NH:6][c:7]2[n:8][n:9][c:10]([N:19]3[CH2:20][CH2:21][C:22](=[O:25])[CH2:23][CH2:24]3)[c:11]3[cH:12][cH:13][c:14]([C:17]#[N:18])[cH:15][c:16]23)[cH:26][cH:27][c:28]1[O:29][CH3:30].[ClH:31].[Na+:35].[Na+:36].[O-:37][C:38](=[O:39])[O-:40]>>[Cl:1][c:2]1[cH:3][c:4]([CH2:5][NH:6][c:7]2[n:8][n:9][c:10]([N:19]3[CH2:20][CH2:21][C:22](=[N:34][O:33][CH3:32])[CH2:23][CH2:24]3)[c:11]3[cH:12][cH:13][c:14]([C:17]#[N:18])[cH:15][c:16]23)[cH:26][cH:27][c:28]1[O:29][CH3:30].